This data is from the Open Reaction Database (ORD), a public repository of structured organic reaction records. The task is: describe an organic reaction: reactants, conditions, products, and yield Starting materials: OC=1C=C(C=CC1)C1=NC(=C(C(=N1)NS(=O)(=O)C1=NC=C(C=C1)C)OC1=C(C=CC=C1)OC)OC (5-methyl-pyridine-2-sulfonic acid [2-(3-hydroxy-phenyl)-6-methoxy-5-(2-methoxy-phenoxy)-pyrimidin-4-yl]-amide), product, ClCC(=O)OC (methyl chloroacetate), [H-].[Na+] (NaH), [H-].[Na+] (NaH), C(Cl)Cl.CCOC(=O)C (CH2Cl2 EtOAc). The solvent is CN(C)C=O (DMF). Run at time 1 hour. Product: COC(COC1=CC(=CC=C1)C1=NC(=C(C(=N1)OC)OC1=C(C=CC=C1)OC)NS(=O)(=O)C1=NC=C(C=C1)C)=O ({3-[4-methoxy-5-(2-methoxy-phenoxy)-6-(5-methyl-pyridine-2-sulfonylamino)-pyrimidin-2-yl]-phenoxy}-acetic acid methyl ester). RXN SMILES: [OH:1][C:2]1[CH:3]=[C:4]([C:8]2[N:13]=[C:12]([NH:14][S:15]([C:18]3[CH:23]=[CH:22][C:21]([CH3:24])=[CH:20][N:19]=3)(=[O:17])=[O:16])[C:11]([O:25][C:26]3[CH:31]=[CH:30][CH:29]=[CH:28][C:27]=3[O:32][CH3:33])=[C:10]([O:34][CH3:35])[N:9]=2)[CH:5]=[CH:6][CH:7]=1.[H-].[Na+].Cl[CH2:39][C:40]([O:42][CH3:43])=[O:41].C(Cl)Cl.CCOC(C)=O>CN(C=O)C>[CH3:43][O:42][C:40](=[O:41])[CH2:39][O:1][C:2]1[CH:7]=[CH:6][CH:5]=[C:4]([C:8]2[N:9]=[C:10]([O:34][CH3:35])[C:11]([O:25][C:26]3[CH:31]=[CH:30][CH:29]=[CH:28][C:27]=3[O:32][CH3:33])=[C:12]([NH:14][S:15]([C:18]3[CH:23]=[CH:22][C:21]([CH3:24])=[CH:20][N:19]=3)(=[O:17])=[O:16])[N:13]=2)[CH:3]=1 |f:1.2,4.5|. Procedure: 0.41 g of 5-methyl-pyridine-2-sulfonic acid [2-(3-hydroxy-phenyl)-6-methoxy-5-(2-methoxy-phenoxy)-pyrimidin-4-yl]-amide, product of example 1, were dissolved in DMF (30 ml) and treated with NaH (0.061 g of a 65% NaH suspension in oil) under ice cooling. The mixture was stirred for 1 h at RT, treated dropwise with 0.11 g of methyl chloroacetate and was stirred at RT for 20 h until the reaction was completed according to TLC analysis (CH2Cl2/EtOAc: 4/1). The mixture was partitioned between brine a...